Dataset: the Open Reaction Database (ORD), a public repository of structured organic reaction records. Task: describe an organic reaction: reactants, conditions, products, and yield Reactants: NaH2PO4, Na2HPO4, NC#N (NH2CN), NC=1C=C(C=NC1)C(OCCC)=N (propyl 5-amino-3-pyridinecarboximidate). The solvent is C(C)#N (acetonitrile). Run at time 19 hour. The product is NC=1C=C(C=NC1)C(OCCC)=NC#N (propyl 5-amino-N-cyano-3-pyridinecarboximidate). The yield is 81.6%. RXN SMILES: [NH2:1][C:2]1[CH:3]=[C:4]([C:8](=[NH:13])[O:9][CH2:10][CH2:11][CH3:12])[CH:5]=[N:6][CH:7]=1.[NH2:14][C:15]#N>C(#N)C>[NH2:1][C:2]1[CH:3]=[C:4]([C:8](=[N:13][C:15]#[N:14])[O:9][CH2:10][CH2:11][CH3:12])[CH:5]=[N:6][CH:7]=1. Procedure: The propyl 5-amino-3-pyridinecarboximidate (110 mg, 0.6 mmol) was then dissolved in acetonitrile (1 ml), and an aqueous solution (2 ml) of NaH2PO4 ·2H2O(375 mg, 2.4 mmol), Na2HPO4 (85 mg, 0.6 mmol) and NH2CN (50 mg, 1.2 mmol) was added to the solution. The mixture was stirred at room temperature for 19 hours. After the completion of the reaction, the reaction mixture was extracted with chloroform (20 ml×3), and the chloroform layer was dried over- anhydrous sodium sulfate and concentrated under ... Starting materials: FC(C(CC(=O)C=1OC=CC1)=O)(F)F (4,4,4-trifluoro-1-(furan-2-yl)butane-1,3-dione), ClC=1C(=NC=C(C1)Cl)NN (3,5-dichloro-2-hydrazinylpyridine). Solvent: C(C)(=O)O (acetic acid). The product is ClC=1C(=NC=C(C1)Cl)N1N=C(C=C1C=1OC=CC1)C(F)(F)F (3,5-dichloro-2-(5-(furan-2-yl)-3-(trifluoromethyl)-1H-pyrazol-1-yl)pyridine). The yield is 60.9%. Reaction SMILES: [F:1][C:2]([F:14])([F:13])[C:3](=O)[CH2:4][C:5]([C:7]1[O:8][CH:9]=[CH:10][CH:11]=1)=O.[Cl:15][C:16]1[C:17]([NH:23][NH2:24])=[N:18][CH:19]=[C:20]([Cl:22])[CH:21]=1>C(O)(=O)C>[Cl:15][C:16]1[C:17]([N:23]2[C:5]([C:7]3[O:8][CH:9]=[CH:10][CH:11]=3)=[CH:4][C:3]([C:2]([F:14])([F:13])[F:1])=[N:24]2)=[N:18][CH:19]=[C:20]([Cl:22])[CH:21]=1. Reported procedure: To a 250 mL flask, 4,4,4-trifluoro-1-(furan-2-yl)butane-1,3-dione (5.50 g, 26.7 mmol), 3,5-dichloro-2-hydrazinylpyridine (4.75 g, 26.7 mmol) and glacial acetic acid (100 mL) were added. The reaction mixture was heated to reflux. When the reaction completed, the reaction mixture was concentrated by rotary evaporator. Then ethyl acetate (300 mL) and water (150 mL) was added, the organic extracts were washed with saturated sodium bicarbonate solution (150 mL) and brine (150 mL) in sequence, dried o...